From a dataset of the Open Reaction Database (ORD), a public repository of structured organic reaction records. describe an organic reaction: reactants, conditions, products, and yield The product is C=CCC12C=CC(C1)C(C(=O)O)C2C(O)=NO. Starting materials: C=CCC12C=CC(C1)C1C(=O)OC(=O)C12, Cl, NO, [Na+], [OH-], O. As a reaction SMILES: [CH2:4]([CH:5]=[CH2:6])[C:7]12[CH:8]3[CH:9]([CH:10]([CH:11]=[CH:12]1)[CH2:13]2)[C:14](=[O:15])[O:16][C:17]3=[O:18].[ClH:1].[NH2:2][OH:3].[Na+:20].[OH-:19].[OH2:21]>>[N:2]([OH:3])=[C:17]([CH:8]1[C:7]2([CH2:4][CH:5]=[CH2:6])[CH:12]=[CH:11][CH:10]([CH:9]1[C:14](=[O:15])[OH:16])[CH2:13]2)[OH:18]. Reactants: CCCCCN1C(=O)C2(CC2)c2ccccc21, CC(=O)O, O, O=[N+]([O-])O. Product: CCCCCN1C(=O)C2(CC2)c2cc([N+](=O)[O-])ccc21. Reaction SMILES: [CH2:1]([CH2:2][CH2:3][CH2:4][CH3:5])[N:6]1[C:7](=[O:17])[C:8]2([CH2:9][CH2:10]2)[c:11]2[cH:12][cH:13][cH:14][cH:15][c:16]21.[CH3:22][C:23](=[O:24])[OH:25].[OH2:26].[OH:18][N+:19]([O-:20])=[O:21]>>[CH2:1]([CH2:2][CH2:3][CH2:4][CH3:5])[N:6]1[C:7](=[O:17])[C:8]2([CH2:9][CH2:10]2)[c:11]2[cH:12][c:13]([N+:19](=[O:18])[O-:20])[cH:14][cH:15][c:16]21. The reactants are [Cl-].[Al+3].[Cl-].[Cl-] (Aluminum chloride), BrCCCCCC(=O)Cl (6-bromohexanoyl chloride), FC1=CC(=CC=C1)F (1,3-difluorobenzene), Ice water, Cl (hydrochloric acid). Run at time 2 hour. Yields the product BrCCCCCC(=O)C1=C(C=C(C=C1)F)F (6-bromo-1-(2,4-difluorophenyl)-1-hexanone). As a reaction SMILES: [Cl-].[Al+3].[Cl-].[Cl-].[Br:5][CH2:6][CH2:7][CH2:8][CH2:9][CH2:10][C:11](Cl)=[O:12].Cl.[F:15][C:16]1[CH:21]=[CH:20][CH:19]=[C:18]([F:22])[CH:17]=1>>[Br:5][CH2:6][CH2:7][CH2:8][CH2:9][CH2:10][C:11]([C:19]1[CH:20]=[CH:21][C:16]([F:15])=[CH:17][C:18]=1[F:22])=[O:12] |f:0.1.2.3|. Procedure details: Aluminum chloride (1.31 g) was added to a solution of 6-bromohexanoyl chloride (2 g) in 1,3-difluorobenzene (20 ml) under ice-cooling and the mixture was stirred at room temperature for 2 hr. Ice water and conc. hydrochloric acid were added to the reaction mixture, and the mixture was extracted with ethyl acetate. The organic layer was washed with water and brine, dried and the solvent was evaporated under reduced pressure. The obtained residue was purified by silica gel column chromatography to... Starting materials: COC(=O)CC(C)=O, CC(=O)[O-], CCO, Cl, Nc1cccc(C(F)(F)F)c1, O=N[O-], [Na+], [Na+], O. Yields the product COC(=O)C(=NNc1cccc(C(F)(F)F)c1)C(C)=O. RXN SMILES: [C:16]([CH2:17][C:18](=[O:19])[CH3:20])(=[O:21])[O:22][CH3:23].[CH3:25][C:26](=[O:27])[O-:28].[CH3:31][CH2:32][OH:33].[ClH:29].[F:1][C:2]([c:3]1[cH:4][c:5]([NH2:6])[cH:7][cH:8][cH:9]1)([F:10])[F:11].[N:12]([O-:13])=[O:14].[Na+:15].[Na+:24].[OH2:30]>>[F:1][C:2]([c:3]1[cH:4][c:5]([NH:6][N:12]=[C:17]([C:16](=[O:21])[O:22][CH3:23])[C:18](=[O:19])[CH3:20])[cH:7][cH:8][cH:9]1)([F:10])[F:11]. Reported procedure: Paraformaldehyde (600 mg) and a 50% aqueous dimethylamine solution (1.80 g) were added to a solution of tert-butyl {(3R)-1-[5-(2-chlorobenzyl)-1,3-dimethyl-2,4-dioxo-2,3,4,5-tetrahydro-1H-pyrrolo[3,2-d]pyrimidin-6-yl]piperidin-3-yl}carbamate (1.00 g) in a mixture of ethanol (10 ml) and acetic acid (5 ml), and the resulting mixture was stirred with heating at 80° C. After the reaction solution was cooled to 25° C., toluene (30 ml) was added thereto and the resulting mixture was concentrated under... As a reaction SMILES: C=O.[CH3:3][NH:4][CH3:5].[Cl:6][C:7]1[CH:40]=[CH:39][CH:38]=[CH:37][C:8]=1[CH2:9][N:10]1[C:18]2[C:17](=[O:19])[N:16]([CH3:20])[C:15](=[O:21])[N:14]([CH3:22])[C:13]=2[CH:12]=[C:11]1[N:23]1[CH2:28][CH2:27][CH2:26][C@@H:25]([NH:29][C:30](=[O:36])[O:31][C:32]([CH3:35])([CH3:34])[CH3:33])[CH2:24]1.[C:41]1(C)C=CC=CC=1>C(O)C.C(O)(=O)C>[Cl:6][C:7]1[CH:40]=[CH:39][CH:38]=[CH:37][C:8]=1[CH2:9][N:10]1[C:18]2[C:17](=[O:19])[N:16]([CH3:20])[C:15](=[O:21])[N:14]([CH3:22])[C:13]=2[C:12]([CH2:3][N:4]([CH3:41])[CH3:5])=[C:11]1[N:23]1[CH2:28][CH2:27][CH2:26][C@@H:25]([NH:29][C:30](=[O:36])[O:31][C:32]([CH3:34])([CH3:35])[CH3:33])[CH2:24]1. The solvent is C(C)O (ethanol), C(C)(=O)O (acetic acid). Conditions: temperature 80 celsius. Starting materials: C=O (Paraformaldehyde), CNC (dimethylamine), ClC1=C(CN2C(=CC=3N(C(N(C(C32)=O)C)=O)C)N3C[C@@H](CCC3)NC(OC(C)(C)C)=O)C=CC=C1 (tert-butyl {(3R)-1-[5-(2-chlorobenzyl)-1,3-dimethyl-2,4-dioxo-2,3,4,5-tetrahydro-1H-pyrrolo[3,2-d]pyrimidin-6-yl]piperidin-3-yl}carbamate), C1(=CC=CC=C1)C (toluene). The product is ClC1=C(CN2C(=C(C=3N(C(N(C(C32)=O)C)=O)C)CN(C)C)N3C[C@@H](CCC3)NC(OC(C)(C)C)=O)C=CC=C1 (tert-Butyl {(3R)-1-[5-(2-chlorobenzyl)-7-[(dimethylamino)methyl]-1,3-dimethyl-2,4-dioxo-2,3,4,5-tetrahydro-1H-pyrrolo[3,2-d]pyrimidin-6-yl]piperidin-3-yl}carbamate). Product: NC(CO)CCC1(c2ccc(Cl)cc2)CC1. Reaction SMILES: [C:1]([O:2][C:3](=[O:7])[N:8]1[C:4]([CH3:5])([CH3:6])[O:10][CH2:11][CH:12]1[CH2:13][CH2:14][C:15]1([c:18]2[cH:19][cH:20][c:21]([Cl:24])[cH:22][cH:23]2)[CH2:16][CH2:17]1)([CH3:9])([CH3:25])[CH3:26].[CH3:28][CH2:29][OH:30].[ClH:27]>>[NH2:8][CH:12]([CH2:11][OH:10])[CH2:13][CH2:14][C:15]1([c:18]2[cH:19][cH:20][c:21]([Cl:24])[cH:22][cH:23]2)[CH2:16][CH2:17]1. Reactants: CC(C)(C)OC(=O)N1C(CCC2(c3ccc(Cl)cc3)CC2)COC1(C)C, CCO, Cl.